The task is: describe an organic reaction: reactants, conditions, products, and yield. This data is from the Open Reaction Database (ORD), a public repository of structured organic reaction records. As a reaction SMILES: [C:1]([O:2][Cl:3])([CH3:4])([CH3:5])[CH3:6].[CH2:23]([Cl:24])[Cl:25].[CH3:17][S:18][CH3:19].[CH3:20][O-:21].[CH3:26][C:27]#[N:28].[CH3:29][OH:30].[NH2:7][c:8]1[cH:9][cH:10][c:11]([N+:14]([O-:15])=[O:16])[cH:12][cH:13]1.[Na+:22]>>[NH2:7][c:8]1[c:9]([CH2:17][S:18][CH3:19])[cH:10][c:11]([N+:14]([O-:15])=[O:16])[cH:12][cH:13]1. Reactants: CC(C)(C)OCl, ClCCl, CSC, C[O-], CC#N, CO, Nc1ccc([N+](=O)[O-])cc1, [Na+]. The product is CSCc1cc([N+](=O)[O-])ccc1N. Reactants: C(C)(=O)C1=CC=C(CC2=C(C=C(C=C2Cl)N2N=CCNC2=O)Cl)C=C1 (2-[4-(4-acetylbenzyl)-3,5-dichlorophenyl]-4,5-dihydro-1,2,4-triazin-3(2H)-one), [BH4-].[Na+] (sodium borohydride), ice water. Run in C(C)O (ethanol). Run at time 1 hour. The product is OC(C)C1=CC=C(CC2=C(C=C(C=C2Cl)N2N=CCNC2=O)Cl)C=C1 (2-{4-[4-(1-hydroxyethyl)benzyl]-3,5-dichlorophenyl}-4,5-dihydro-1,2,4-triazin-3(2H)-one). The yield is 86.2%. RXN SMILES: [C:1]([C:4]1[CH:25]=[CH:24][C:7]([CH2:8][C:9]2[C:14]([Cl:15])=[CH:13][C:12]([N:16]3[C:21](=[O:22])[NH:20][CH2:19][CH:18]=[N:17]3)=[CH:11][C:10]=2[Cl:23])=[CH:6][CH:5]=1)(=[O:3])[CH3:2].[BH4-].[Na+]>C(O)C>[OH:3][CH:1]([C:4]1[CH:25]=[CH:24][C:7]([CH2:8][C:9]2[C:14]([Cl:15])=[CH:13][C:12]([N:16]3[C:21](=[O:22])[NH:20][CH2:19][CH:18]=[N:17]3)=[CH:11][C:10]=2[Cl:23])=[CH:6][CH:5]=1)[CH3:2] |f:1.2|. Procedure details: In 1.5 ml of ethanol was suspended 0.15 g of 2-[4-(4-acetylbenzyl)-3,5-dichlorophenyl]-4,5-dihydro-1,2,4-triazin-3(2H)-one. To the suspension was added 0.1 g of sodium borohydride. The mixture was stirred for one hour at room temperature. The reaction mixture was poured into 10 ml ice-water, followed by extraction with 10 ml of ethylacetate. The extract was dried over anhydrous magnesium sulfate, and concentrated. This residue was purified by column chromatography (Merck Silica Gel 60; hexane-ac...